From a dataset of the Open Reaction Database (ORD), a public repository of structured organic reaction records. describe an organic reaction: reactants, conditions, products, and yield Starting materials: BrC1=CC=2C3=C(C=NC2C=C1)N(C(N3C=3C(=NN(C3)CC(=O)N3CCN(CC3)C)C)=O)C (8-bromo-3-methyl-1-{3-methyl-1-[2-(4-methyl-piperazin-1-yl)-2-oxo-ethyl]-1H-pyrazol-4-yl}-1,3-dihydro-imidazo[4,5-c]quinolin-2-one), C1(=CC=CC=C1)B(O)O (phenylboronic acid). Yields the product CN1C(N(C2=C1C=NC=1C=CC(=CC21)C2=CC=CC=C2)C=2C(=NN(C2)CC(=O)N2CCN(CC2)C)C)=O (3-Methyl-1-{3-methyl-1-[2-(4-methyl-piperazin-1-yl)-2-oxo-ethyl]-1H-pyrazol-4-yl}-8-phenyl-1,3-dihydro-imidazo[4,5-c]quinolin-2-one). Reaction SMILES: Br[C:2]1[CH:11]=[CH:10][C:9]2[N:8]=[CH:7][C:6]3[N:12]([CH3:32])[C:13](=[O:31])[N:14]([C:15]4[C:16]([CH3:30])=[N:17][N:18]([CH2:20][C:21]([N:23]5[CH2:28][CH2:27][N:26]([CH3:29])[CH2:25][CH2:24]5)=[O:22])[CH:19]=4)[C:5]=3[C:4]=2[CH:3]=1.[C:33]1(B(O)O)[CH:38]=[CH:37][CH:36]=[CH:35][CH:34]=1>>[CH3:32][N:12]1[C:6]2[CH:7]=[N:8][C:9]3[CH:10]=[CH:11][C:2]([C:33]4[CH:38]=[CH:37][CH:36]=[CH:35][CH:34]=4)=[CH:3][C:4]=3[C:5]=2[N:14]([C:15]2[C:16]([CH3:30])=[N:17][N:18]([CH2:20][C:21]([N:23]3[CH2:28][CH2:27][N:26]([CH3:29])[CH2:25][CH2:24]3)=[O:22])[CH:19]=2)[C:13]1=[O:31]. Procedure: The title compound was synthesized in a similar manner as described for Example 1.1 using 8-bromo-3-methyl-1-{3-methyl-1-[2-(4-methyl-piperazin-1-yl)-2-oxo-ethyl]-1H-pyrazol-4-yl}-1,3-dihydro-imidazo[4,5-c]quinolin-2-one (Stage 134.1.1) and phenylboronic acid (Aldrich, Buchs, Switzerland) to give the title compound as a white solid. (HPLC: tR 2.32 min (Method A); M+H=496 MS-ES; 1H-NMR (d6-DMSO, 400 MHz) 8.96 (s, 1H), 8.11-8.07 (m, 2H), 7.96-7.92 (m, 1H), 7.81-7.79 (m, 1H), 7.69-7.65 (m, 2H), 7.4... Reactants: ClC1=NC=2C=CC=CC2C2=C1N=CN2CC(C)C (4-chloro-1-isobutyl-1H-imidazo[4,5-c]quinoline), NC(=O)N (urea), CS(=O)C (DMSO), [OH-].[Na+] (NaOH). Solvent: O (water). Conditions: temperature 140 celsius, time 35 hour. Yields the product CC(C)CN1C=NC2=C1C=3C=CC=CC3N=C2N (Imiquimod). Isolated yield 86.1%. As a reaction SMILES: Cl[C:2]1[C:11]2[N:12]=[CH:13][N:14]([CH2:15][CH:16]([CH3:18])[CH3:17])[C:10]=2[C:9]2[CH:8]=[CH:7][CH:6]=[CH:5][C:4]=2[N:3]=1.[NH2:19]C(N)=O.CS(C)=O.[OH-].[Na+]>O>[CH3:17][CH:16]([CH2:15][N:14]1[C:10]2[C:9]3[CH:8]=[CH:7][CH:6]=[CH:5][C:4]=3[N:3]=[C:2]([NH2:19])[C:11]=2[N:12]=[CH:13]1)[CH3:18] |f:3.4|. Procedure: A mixture of 4-chloro-1-isobutyl-1H-imidazo[4,5-c]quinoline (II) (3 g, 0.0116 mol), urea (6.9 g, 0.116 mol, 10 equiv.) and DMSO (20 ml) was heated under stirring at 140° C. for 35 hours. Then, the reaction mixture was cooled to 80° C. and water (30 ml) and 46% aqueous NaOH solution were added to produce a pH of 10-11. The mixture was stirred at ambient temperature for 1 hour and a precipitate was collected by filtration. The wet compound was treated with water (20 ml) at 70-80° C. under stirring... The reactants are ClC1=CC(=C(C=C1)[C@H](CC(=O)C1=CC(=NC=C1)C)C1=CC=C(C=C1)C1=CC=C(C=C1)C(=O)O)C (4′-[(R)-1-(4-chloro-2-methyl-phenyl)-3-(2-methyl-pyridin-4-yl)-3-oxo-propyl]-biphenyl-4-carboxylic acid), Cl.NO (hydroxylamine hydrochloride), C(O)([O-])=O.[Na+] (sodium hydrogencarbonate). Product: ClC1=CC(=C(C=C1)[C@H](C\C(\C1=CC(=NC=C1)C)=N/O)C1=CC=C(C=C1)C1=CC=C(C=C1)C(=O)O)C (4′-[(R)-1-(4-Chloro-2-methyl-phenyl)-3-[(E)-hydroxyimino]-3-(2-methyl-pyridin-4-yl)-propyl]-biphenyl-4-carboxylic acid). As a reaction SMILES: [Cl:1][C:2]1[CH:7]=[CH:6][C:5]([C@@H:8]([C:19]2[CH:24]=[CH:23][C:22]([C:25]3[CH:30]=[CH:29][C:28]([C:31]([OH:33])=[O:32])=[CH:27][CH:26]=3)=[CH:21][CH:20]=2)[CH2:9][C:10]([C:12]2[CH:17]=[CH:16][N:15]=[C:14]([CH3:18])[CH:13]=2)=O)=[C:4]([CH3:34])[CH:3]=1.Cl.[NH2:36][OH:37].C(=O)([O-])O.[Na+]>>[Cl:1][C:2]1[CH:7]=[CH:6][C:5]([C@@H:8]([C:19]2[CH:20]=[CH:21][C:22]([C:25]3[CH:30]=[CH:29][C:28]([C:31]([OH:33])=[O:32])=[CH:27][CH:26]=3)=[CH:23][CH:24]=2)[CH2:9]/[C:10](=[N:36]\[OH:37])/[C:12]2[CH:17]=[CH:16][N:15]=[C:14]([CH3:18])[CH:13]=2)=[C:4]([CH3:34])[CH:3]=1 |f:1.2,3.4|. Reported procedure: In analogy to example 132, step 6, from 4′-[(R)-1-(4-chloro-2-methyl-phenyl)-3-(2-methyl-pyridin-4-yl)-3-oxo-propyl]-biphenyl-4-carboxylic acid and hydroxylamine hydrochloride in the presence of sodium hydrogencarbonate was prepared the title compound as a light yellow solid, MS (ESI+): m/z=485.3 ([M+H]+). The reactants are [H-].[Na+] (sodium hydride), ClC1=CC2=C(N(C(N2)=O)C2CCN(CC2)C(=O)OCC)C=C1 (ethyl 4-(5-chloro-2-oxo-1-benzimidazolinyl)-1-piperidinecarboxylate), BrC#CC (3-bromo-2-propyne). The solvent is CN(P(N(C)C)(N(C)C)=O)C (hexamethylphosphoric triamide). Reaction conditions: time 1 hour. The product is ClC1=CC2=C(N(C(N2CC#C)=O)C2CCN(CC2)C(=O)OCC)C=C1 (ethyl 4-[5-chloro-1,3-dihydro-2-oxo-3-(2-propynyl)-2H-benzimidazol-1-yl]-1-piperidine-carboxylate). Reaction SMILES: [H-].[Na+].[Cl:3][C:4]1[CH:24]=[CH:23][C:7]2[N:8]([CH:12]3[CH2:17][CH2:16][N:15]([C:18]([O:20][CH2:21][CH3:22])=[O:19])[CH2:14][CH2:13]3)[C:9](=[O:11])[NH:10][C:6]=2[CH:5]=1.Br[C:26]#[C:27][CH3:28]>CN(C)P(=O)(N(C)C)N(C)C>[Cl:3][C:4]1[CH:24]=[CH:23][C:7]2[N:8]([CH:12]3[CH2:17][CH2:16][N:15]([C:18]([O:20][CH2:21][CH3:22])=[O:19])[CH2:14][CH2:13]3)[C:9](=[O:11])[N:10]([CH2:28][C:27]#[CH:26])[C:6]=2[CH:5]=1 |f:0.1|. Procedure details: To a stirred solution of 1.9 parts of sodium hydride dispersion 75% in 100 parts of hexamethylphosphoric triamide are added portionwise 16.2 parts of ethyl 4-(5-chloro-2-oxo-1-benzimidazolinyl)-1-piperidinecarboxylate (exothermic reaction: temperature rises to 40° C). After stirring for one hour at room temperature, there are added dropwise 8.9 parts of 3-bromo-2-propyne (exothermic reaction: temperature rises to about 40° C). Upon completion, stirring is continued overnight at 60° C. The reacti...